This data is from the Open Reaction Database (ORD), a public repository of structured organic reaction records. The task is: describe an organic reaction: reactants, conditions, products, and yield Reactants: CN1N=C(C=C1)C1=NN(C2=CN=C(C=C21)C=2C=NC=CC2)COCC[Si](C)(C)C (3-(1-methyl-1H-pyrazol-3-yl)-5-(pyridin-3-yl)-1-((2-(trimethylsilyl)ethoxy)methyl)-1H-pyrazolo[3,4-c]pyridine), Cl (Hydrogen chloride). Run in O1CCOCC1 (Dioxane), O1CCOCC1 (1,4-Dioxane). Product: CN1N=C(C=C1)C1=NNC2=CN=C(C=C21)C=2C=NC=CC2 (3-(1-methyl-1H-pyrazol-3-yl)-5-(pyridin-3-yl)-1H-pyrazolo[3,4-c]pyridine). The yield is 80.7%. Reaction SMILES: [CH3:1][N:2]1[CH:6]=[CH:5][C:4]([C:7]2[C:15]3[C:10](=[CH:11][N:12]=[C:13]([C:16]4[CH:17]=[N:18][CH:19]=[CH:20][CH:21]=4)[CH:14]=3)[N:9](COCC[Si](C)(C)C)[N:8]=2)=[N:3]1.Cl>O1CCOCC1>[CH3:1][N:2]1[CH:6]=[CH:5][C:4]([C:7]2[C:15]3[C:10](=[CH:11][N:12]=[C:13]([C:16]4[CH:17]=[N:18][CH:19]=[CH:20][CH:21]=4)[CH:14]=3)[NH:9][N:8]=2)=[N:3]1. Procedure details: A solution of 3-(1-methyl-1H-pyrazol-3-yl)-5-(pyridin-3-yl)-1-((2-(trimethylsilyl)ethoxy)methyl)-1H-pyrazolo[3,4-c]pyridine (43.22 mg, 0.1063 mmol) in Dioxane (5 mL) was treated with 4.0 M of Hydrogen chloride in 1,4-Dioxane (5 mL) overnight at room temperature. The reaction mixture was concentrated, and the residue was purified by reverse phase HPLC to afford 232 as an off-white solid (23.7 mg, 81%). 1H NMR (400 MHz, DMSO) δ 13.74 (s, 1H), 9.33 (s, 1H), 9.19 (s, 1H), 8.67 (d, J=11.2 Hz, 2H), 8....